Dataset: the Open Reaction Database (ORD), a public repository of structured organic reaction records. Task: describe an organic reaction: reactants, conditions, products, and yield Reactants: CCOC(=O)c1ccc(C)c(O)c1, CCN(C(C)C)C(C)C, COCCl, ClCCl. Yields the product CCOC(=O)c1ccc(C)c(OCOC)c1. As a reaction SMILES: [CH2:10]([CH3:11])[O:12][C:13]([c:14]1[cH:15][c:16]([OH:21])[c:17]([CH3:20])[cH:18][cH:19]1)=[O:22].[CH:1]([N:2]([CH2:3][CH3:4])[CH:5]([CH3:6])[CH3:7])([CH3:8])[CH3:9].[Cl:23][CH2:24][O:25][CH3:26].[Cl:27][CH2:28][Cl:29]>>[CH2:10]([CH3:11])[O:12][C:13]([c:14]1[cH:15][c:16]([O:21][CH2:24][O:25][CH3:26])[c:17]([CH3:20])[cH:18][cH:19]1)=[O:22]. Starting materials: stainless steel, [H][H] (hydrogen), FC(C(C(F)(F)F)(C1=CC=C(C=C1)O)C1=CC=C(C=C1)O)(F)F (4,4'-(perfluoroisopropylidene)diphenol), [H][H] (hydrogen). The reagents and catalysts are [C].[Ru] (ruthenium-carbon). Solvent: C(C)(C)O (isopropanol). Reaction conditions: temperature 130 celsius. Product: FC(C(C(F)(F)F)(C1CCC(CC1)O)C1CCC(CC1)O)(F)F (4,4'-(perfluoroisopropylidene)dicyclohexanol). Yield: 56.0%. As a reaction SMILES: [F:1][C:2]([F:23])([F:22])[C:3]([C:15]1[CH:20]=[CH:19][C:18]([OH:21])=[CH:17][CH:16]=1)([C:8]1[CH:13]=[CH:12][C:11]([OH:14])=[CH:10][CH:9]=1)[C:4]([F:7])([F:6])[F:5].[H][H]>[C].[Ru].C(O)(C)C>[F:1][C:2]([F:22])([F:23])[C:3]([CH:15]1[CH2:20][CH2:19][CH:18]([OH:21])[CH2:17][CH2:16]1)([CH:8]1[CH2:9][CH2:10][CH:11]([OH:14])[CH2:12][CH2:13]1)[C:4]([F:5])([F:7])[F:6] |f:2.3|. Procedure: Into a stainless steel autoclave were placed 500 g of 4,4'-(perfluoroisopropylidene)diphenol, 100 ml of isopropanol and 2 g of 5% ruthenium-carbon. The mixture was maintained at a temperature of 130° C. and a hydrogen pressure of 50 kg/cm2G for 40 minutes and then at 160° to 170° C. and a hydrogen pressure of 60 to 70 kg/cm2G for 40 minutes. After cooled to room temperature, the catalyst is filtered off and isopropanol was removed at a reduced pressure. The residue was recrystallized from toluen...